This data is from the Open Reaction Database (ORD), a public repository of structured organic reaction records. The task is: describe an organic reaction: reactants, conditions, products, and yield Reactants: CCCc1c(Cc2ccc(-c3ccccc3C#N)cc2F)c(=O)n(C2CCC(OC(C)C3(C(C)=O)CCC3)CC2)c2ncnn12, O=C([O-])O, ClC(Cl)Cl, O=C(OC(=O)C(F)(F)F)C(F)(F)F, [Na+], [Na+], [Na+], OO, O=S([O-])([O-])=S. Yields the product CCCc1c(Cc2ccc(-c3ccccc3C#N)cc2F)c(=O)n(C2CCC(OC(C)C3(O)CCC3)CC2)c2ncnn12. RXN SMILES: [C:1](=[O:2])([CH3:3])[C:4]1([CH:8]([CH3:9])[O:10][CH:11]2[CH2:12][CH2:13][CH:14]([n:17]3[c:18]4[n:19]([c:20]([CH2:40][CH2:41][CH3:42])[c:21]([CH2:24][c:25]5[c:26]([F:39])[cH:27][c:28](-[c:31]6[c:32]([C:37]#[N:38])[cH:33][cH:34][cH:35][cH:36]6)[cH:29][cH:30]5)[c:22]3=[O:23])[n:43][cH:44][n:45]4)[CH2:15][CH2:16]2)[CH2:5][CH2:6][CH2:7]1.[C:61](=[O:62])([O-:63])[OH:64].[CH:73]([Cl:74])([Cl:75])[Cl:76].[F:48][C:49]([F:50])([F:52])[C:53](=[O:51])[O:54][C:55](=[O:56])[C:57]([F:58])([F:59])[F:60].[Na+:65].[Na+:71].[Na+:72].[OH:46][OH:47].[S:66]([O-:67])([O-:68])(=[O:69])=[S:70]>>[C:4]1([CH:8]([CH3:9])[O:10][CH:11]2[CH2:12][CH2:13][CH:14]([n:17]3[c:18]4[n:19]([c:20]([CH2:40][CH2:41][CH3:42])[c:21]([CH2:24][c:25]5[c:26]([F:39])[cH:27][c:28](-[c:31]6[c:32]([C:37]#[N:38])[cH:33][cH:34][cH:35][cH:36]6)[cH:29][cH:30]5)[c:22]3=[O:23])[n:43][cH:44][n:45]4)[CH2:15][CH2:16]2)([OH:51])[CH2:5][CH2:6][CH2:7]1.